This data is from the Open Reaction Database (ORD), a public repository of structured organic reaction records. The task is: describe an organic reaction: reactants, conditions, products, and yield Reactants: C(=O)(C(F)(F)F)O (TFA), NC(CC1=C(CCC2=NC(=NC=C2C(F)(F)F)NC2=CC=C(C=C2)C2CCN(CC2)C(=O)OC(C)(C)C)C=CC(=C1)F)=O (tert-butyl 4-(4-((4-(2-(2-amino-2-oxoethyl)-4-fluorophenethyl)-5-(trifluoromethyl)pyrimidin-2-yl)amino)phenyl)piperidine-1-carboxylate). Solvent: C(Cl)Cl (DCM). Reaction conditions: time 24 hour. Product: FC=1C=CC(=C(C1)CC(=O)N)CCC1=NC(=NC=C1C(F)(F)F)NC1=CC=C(C=C1)C1CCNCC1 (2-(5-Fluoro-2-(2-(2-((4-(piperidin-4-yl)phenyl)amino)-5-(trifluoromethyl)pyrimidin-4-yl)ethyl)phenyl)acetamide). Isolated yield 86.7%. Reaction SMILES: C(O)(C(F)(F)F)=O.[NH2:8][C:9](=[O:50])[CH2:10][C:11]1[CH:48]=[C:47]([F:49])[CH:46]=[CH:45][C:12]=1[CH2:13][CH2:14][C:15]1[C:20]([C:21]([F:24])([F:23])[F:22])=[CH:19][N:18]=[C:17]([NH:25][C:26]2[CH:31]=[CH:30][C:29]([CH:32]3[CH2:37][CH2:36][N:35](C(OC(C)(C)C)=O)[CH2:34][CH2:33]3)=[CH:28][CH:27]=2)[N:16]=1>C(Cl)Cl>[F:49][C:47]1[CH:46]=[CH:45][C:12]([CH2:13][CH2:14][C:15]2[C:20]([C:21]([F:23])([F:24])[F:22])=[CH:19][N:18]=[C:17]([NH:25][C:26]3[CH:31]=[CH:30][C:29]([CH:32]4[CH2:37][CH2:36][NH:35][CH2:34][CH2:33]4)=[CH:28][CH:27]=3)[N:16]=2)=[C:11]([CH2:10][C:9]([NH2:8])=[O:50])[CH:48]=1. Procedure: TFA (0.825 mL, 10.8 mmol) was added to a solution of tert-butyl 4-(4-((4-(2-(2-amino-2-oxoethyl)-4-fluorophenethyl)-5-(trifluoromethyl)pyrimidin-2-yl)amino)phenyl)piperidine-1-carboxylate (A37) (0.162 g, 0.269 mmol) in DCM (20 mL) under nitrogen and the resulting solution stirred for 24 hours at room temperature. The volatiles were removed in vacuo and the residue was taken up in MeOH and loaded onto an SCX cartridge (10 g). The column was eluted with 5 column volumes of MeOH and then 6 column v...